Dataset: the Open Reaction Database (ORD), a public repository of structured organic reaction records. Task: describe an organic reaction: reactants, conditions, products, and yield Reactants: CN(C)C(=O)c1cc(CCCC(=O)OCc2ccccc2)ccc1[N+](=O)[O-], C1CCOC1, CCO, [Cl-], [Fe], [NH4+], O. The product is CN(C)C(=O)c1cc(CCCC(=O)OCc2ccccc2)ccc1N. Reaction SMILES: [CH2:1]([c:2]1[cH:3][cH:4][cH:5][cH:6][cH:7]1)[O:8][C:9]([CH2:10][CH2:11][CH2:12][c:13]1[cH:14][c:15]([C:22]([N:23]([CH3:24])[CH3:25])=[O:26])[c:16]([N+:19]([O-:20])=[O:21])[cH:17][cH:18]1)=[O:27].[CH2:31]1[O:32][CH2:33][CH2:34][CH2:35]1.[CH3:36][CH2:37][OH:38].[Cl-:29].[Fe:39].[NH4+:30].[OH2:28]>>[CH2:1]([c:2]1[cH:3][cH:4][cH:5][cH:6][cH:7]1)[O:8][C:9]([CH2:10][CH2:11][CH2:12][c:13]1[cH:14][c:15]([C:22]([N:23]([CH3:24])[CH3:25])=[O:26])[c:16]([NH2:19])[cH:17][cH:18]1)=[O:27].